From a dataset of the Open Reaction Database (ORD), a public repository of structured organic reaction records. describe an organic reaction: reactants, conditions, products, and yield Reactants: O=C(O)c1ccc2cc(Br)ccc2n1, O=C([O-])O, CS(=O)(=O)O, CO, [Na+], O. The product is COC(=O)c1ccc2cc(Br)ccc2n1. RXN SMILES: [Br:1][c:2]1[cH:3][c:4]2[cH:5][cH:6][c:7]([C:12](=[O:13])[OH:14])[n:8][c:9]2[cH:10][cH:11]1.[C:20](=[O:21])([OH:22])[O-:23].[CH3:15][S:16](=[O:17])(=[O:18])[OH:19].[CH3:25][OH:26].[Na+:24].[OH2:27]>>[Br:1][c:2]1[cH:3][c:4]2[cH:5][cH:6][c:7]([C:12](=[O:13])[O:14][CH3:15])[n:8][c:9]2[cH:10][cH:11]1. Reactants: solution, Cl (HCl), C(#N)C=1C(=C(SC1N1CCOCC1)C(=O)O)C1=C(C=C(C=C1)Cl)Cl (4-cyano-3-(2,4-dichlorophenyl)-5-morpholin-4-ylthiophene-2-carboxylic acid), NCCNC(=O)OC(C)(C)C (N-(2-aminoethyl)(tert-butoxy)carboxamide), Cl.CN(CCCN=C=NCC)C (N-(3-dimethylaminopropyl)-N′-ethylcarbodiimide hydrochloride), ON1N=NC2=C1C=CC=C2 (1-hydroxybenzotriazole). Run in O1CCOCC1 (dioxane), O1CCOCC1 (dioxane), C(Cl)Cl (methylene chloride), C(Cl)Cl (methylene chloride), O (water). Conditions: time 8 hour. Product: NCCNC(=O)C=1SC(=C(C1C1=C(C=C(C=C1)Cl)Cl)C#N)N1CCOCC1 (N-(2-aminoethyl)-4-cyano-3-(2,4-dichlorophenyl)-5-morpholin-4-ylthiophene-2-carboxamide). Yield: 73.1%. As a reaction SMILES: [C:1]([C:3]1[C:4]([C:17]2[CH:22]=[CH:21][C:20]([Cl:23])=[CH:19][C:18]=2[Cl:24])=[C:5]([C:14](O)=[O:15])[S:6][C:7]=1[N:8]1[CH2:13][CH2:12][O:11][CH2:10][CH2:9]1)#[N:2].[NH2:25][CH2:26][CH2:27][NH:28]C(OC(C)(C)C)=O.Cl.CN(C)CCCN=C=NCC.ON1C2C=CC=CC=2N=N1.Cl>C(Cl)Cl.O.O1CCOCC1>[NH2:25][CH2:26][CH2:27][NH:28][C:14]([C:5]1[S:6][C:7]([N:8]2[CH2:9][CH2:10][O:11][CH2:12][CH2:13]2)=[C:3]([C:1]#[N:2])[C:4]=1[C:17]1[CH:22]=[CH:21][C:20]([Cl:23])=[CH:19][C:18]=1[Cl:24])=[O:15] |f:2.3|. Procedure: To a solution of 4-cyano-3-(2,4-dichlorophenyl)-5-morpholin-4-ylthiophene-2-carboxylic acid (3.10 g, 8.2 mmol) and N-(2-aminoethyl)(tert-butoxy)carboxamide (1.98 gr, 12.3 mmol) in methylene chloride (60 mL) was added N-(3-dimethylaminopropyl)-N′-ethylcarbodiimide hydrochloride (3.15 gr, 16.4 mmol) and 1-hydroxybenzotriazole (2.22 gr, 16.4 mmol) at room temperature. The solution was allowed to stir overnight. The reaction was diluted with methylene chloride and water. The layers were separated an...